This data is from the Open Reaction Database (ORD), a public repository of structured organic reaction records. The task is: describe an organic reaction: reactants, conditions, products, and yield Product: COC(=O)c1cccc(O)c1[N+](=O)[O-]. Reactants: CCOC(C)=O, CO, O=C(O)c1cccc(O)c1[N+](=O)[O-], O=S(Cl)Cl. As a reaction SMILES: [CH3:20][CH2:21][O:22][C:23](=[O:24])[CH3:25].[CH3:5][OH:6].[OH:7][c:8]1[c:9]([N+:17](=[O:18])[O-:19])[c:10]([C:11](=[O:12])[OH:13])[cH:14][cH:15][cH:16]1.[S:1]([Cl:2])([Cl:3])=[O:4]>>[CH3:5][O:13][C:11]([c:10]1[c:9]([N+:17](=[O:18])[O-:19])[c:8]([OH:7])[cH:16][cH:15][cH:14]1)=[O:12].